describe an organic reaction: reactants, conditions, products, and yield From a dataset of the Open Reaction Database (ORD), a public repository of structured organic reaction records. Reactants: O1C(=CC2=C1C=CC=C2)C(=O)NC2(CCCCC2)C(=O)NC2C(CN(CC2)C2=C(C=CC=C2)C#N)O (4-[N-[1-[N-(benzofuran-2-ylcarbonyl)amino]cyclohexanecarbonyl]amino]-1-(2-cyanophenyl)piperidine-3-ol), [Cl-].[NH4+] (ammonium chloride), [N-]=[N+]=[N-].[Na+] (sodium azide), Cl (hydrochloride). The solvent is CN(C=O)C (dimethylformamide), O (water). Reaction conditions: temperature 120 celsius, time 12 hour. Product: O1C(=CC2=C1C=CC=C2)C(=O)NC2(CCCCC2)C(=O)NC2C(CN(CC2)C2=C(C=CC=C2)C2=NN=NN2)O (4-[N-[1-[N-(benzofuran-2-ylcarbonyl)amino]cyclohexanecarbonyl]amino]-1-[2-(1H-tetrazol-5-yl)phenyl]piperidin-3-ol). Isolated yield 15.8%. As a reaction SMILES: [O:1]1[C:5]2[CH:6]=[CH:7][CH:8]=[CH:9][C:4]=2[CH:3]=[C:2]1[C:10]([NH:12][C:13]1([C:19]([NH:21][CH:22]2[CH2:27][CH2:26][N:25]([C:28]3[CH:33]=[CH:32][CH:31]=[CH:30][C:29]=3[C:34]#[N:35])[CH2:24][CH:23]2[OH:36])=[O:20])[CH2:18][CH2:17][CH2:16][CH2:15][CH2:14]1)=[O:11].[Cl-].[NH4+].[N-:39]=[N+:40]=[N-:41].[Na+].Cl>CN(C)C=O.O>[O:1]1[C:5]2[CH:6]=[CH:7][CH:8]=[CH:9][C:4]=2[CH:3]=[C:2]1[C:10]([NH:12][C:13]1([C:19]([NH:21][CH:22]2[CH2:27][CH2:26][N:25]([C:28]3[CH:33]=[CH:32][CH:31]=[CH:30][C:29]=3[C:34]3[NH:41][N:40]=[N:39][N:35]=3)[CH2:24][CH:23]2[OH:36])=[O:20])[CH2:18][CH2:17][CH2:16][CH2:15][CH2:14]1)=[O:11] |f:1.2,3.4|. Procedure: To the solution of 4-[N-[1-[N-(benzofuran-2-ylcarbonyl)amino]cyclohexanecarbonyl]amino]-1-(2-cyanophenyl)piperidin-3-ol (700 mg, 1.43 mmol) obtained in Step 1 in 20 ml of dimethylformamide, were added ammonium chloride (769 mg) and sodium azide (934 mg). The reaction mixture was stirred for about 12 hours at 120° C. 20 ml of water was added to the reaction mixture, which was then acidified with a concentrated hydrochloride solution. The resulting solid was filtered and dissolved in dichlorometha... Reactants: CC(=O)NC1(c2ccccc2)CCN(C(=O)Oc2ccc([N+](=O)[O-])cc2)CC1, CN(C(=O)c1ccc(Cl)cc1)C1CCNCC1c1ccc(Cl)c(Cl)c1, Cl. Yields the product CC(=O)NC1(c2ccccc2)CCN(C(=O)N2CCC(N(C)C(=O)c3ccc(Cl)cc3)C(c3ccc(Cl)c(Cl)c3)C2)CC1. As a reaction SMILES: [C:27]([CH3:28])(=[O:29])[NH:30][C:31]1([c:49]2[cH:50][cH:51][cH:52][cH:53][cH:54]2)[CH2:32][CH2:33][N:34]([C:37](=[O:38])[O:39][c:40]2[cH:41][cH:42][c:43]([N+:44]([O-:45])=[O:46])[cH:47][cH:48]2)[CH2:35][CH2:36]1.[Cl:2][c:3]1[cH:4][cH:5][c:6]([C:7](=[O:8])[N:9]([CH3:10])[CH:11]2[CH:12]([c:17]3[cH:18][c:19]([Cl:24])[c:20]([Cl:23])[cH:21][cH:22]3)[CH2:13][NH:14][CH2:15][CH2:16]2)[cH:25][cH:26]1.[ClH:1]>>[Cl:2][c:3]1[cH:4][cH:5][c:6]([C:7](=[O:8])[N:9]([CH3:10])[CH:11]2[CH:12]([c:17]3[cH:18][c:19]([Cl:24])[c:20]([Cl:23])[cH:21][cH:22]3)[CH2:13][N:14]([C:37]([N:34]3[CH2:33][CH2:32][C:31]([NH:30][C:27]([CH3:28])=[O:29])([c:49]4[cH:50][cH:51][cH:52][cH:53][cH:54]4)[CH2:36][CH2:35]3)=[O:38])[CH2:15][CH2:16]2)[cH:25][cH:26]1. Reactants: COc1cc2nccc(Oc3ccc(C)cc3Br)c2cc1OC, CC(C)(C)c1ccc(C(=O)Cl)cc1, [Li]CCCC, CCCCCC, C1CCOC1, O. Product: COc1cc2nccc(Oc3ccc(C)cc3C(=O)c3ccc(C(C)(C)C)cc3)c2cc1OC. As a reaction SMILES: [Br:1][c:2]1[c:3]([O:4][c:5]2[cH:6][cH:7][n:8][c:9]3[cH:10][c:11]([O:17][CH3:18])[c:12]([O:15][CH3:16])[cH:13][c:14]23)[cH:19][cH:20][c:21]([CH3:23])[cH:22]1.[C:35]([CH3:36])([CH3:37])([CH3:38])[c:39]1[cH:40][cH:41][c:42]([C:45](=[O:46])[Cl:47])[cH:43][cH:44]1.[CH2:30]([Li:31])[CH2:32][CH2:33][CH3:34].[CH3:24][CH2:25][CH2:26][CH2:27][CH2:28][CH3:29].[O:49]1[CH2:50][CH2:51][CH2:52][CH2:53]1.[OH2:48]>>[c:2]1([C:45]([c:42]2[cH:41][cH:40][c:39]([C:35]([CH3:36])([CH3:37])[CH3:38])[cH:44][cH:43]2)=[O:46])[c:3]([O:4][c:5]2[cH:6][cH:7][n:8][c:9]3[cH:10][c:11]([O:17][CH3:18])[c:12]([O:15][CH3:16])[cH:13][c:14]23)[cH:19][cH:20][c:21]([CH3:23])[cH:22]1. The reactants are ClCCl, CC(Cc1ccc(CO)cc1)Nc1nccc(N2CCC(=O)N3CC=C(c4ccccc4)N=C32)n1. The product is CC(Cc1ccc(C=O)cc1)Nc1nccc(N2CCC(=O)N3CC=C(c4ccccc4)N=C32)n1. Reaction SMILES: [Cl:36][CH2:37][Cl:38].[OH:1][CH2:2][c:3]1[cH:4][cH:5][c:6]([CH2:9][CH:10]([CH3:11])[NH:12][c:13]2[n:14][cH:15][cH:16][c:17]([N:19]3[C:20]4=[N:29][C:28]([c:30]5[cH:31][cH:32][cH:33][cH:34][cH:35]5)=[CH:27][CH2:26][N:21]4[C:22](=[O:25])[CH2:23][CH2:24]3)[n:18]2)[cH:7][cH:8]1>>[O:1]=[CH:2][c:3]1[cH:4][cH:5][c:6]([CH2:9][CH:10]([CH3:11])[NH:12][c:13]2[n:14][cH:15][cH:16][c:17]([N:19]3[C:20]4=[N:29][C:28]([c:30]5[cH:31][cH:32][cH:33][cH:34][cH:35]5)=[CH:27][CH2:26][N:21]4[C:22](=[O:25])[CH2:23][CH2:24]3)[n:18]2)[cH:7][cH:8]1. Reactants: 1-cyclopentyl-6-[(3,4-trans)-4-methyl-1-(pyridin-3-ylmethyl)pyrrolidin-3-yl]-1,5-dihydro-4H-pyrazolo[3,4-d]pyrimidin-4-one, C(C)(C)N1N=CC2=C1N=C(NC2=O)[C@@H]2CNC[C@H]2C (1-isopropyl-6-[(3S,4S)-4-methylpyrrolidin-3-yl]-1H-pyrazolo[3,4-d]pyrimidin-4(5H)-one), COC1=NC=C(C=O)C=C1 (6-methoxynicotinaldehyde). Yields the product C(C)(C)N1N=CC2=C1N=C(NC2=O)[C@@H]2CN(C[C@H]2C)CC=2C=NC(=CC2)OC (1-isopropyl-6-{(3S,4S)-1-[(6-methoxypyridin-3-yl)methyl]-4-methylpyrrolidin-3-yl}1,5-dihydro-4H-pyrazolo[3,4-d]pyrimidin-4-one). RXN SMILES: [CH:1]([N:4]1[C:8]2[N:9]=[C:10]([C@H:14]3[C@H:18]([CH3:19])[CH2:17][NH:16][CH2:15]3)[NH:11][C:12](=[O:13])[C:7]=2[CH:6]=[N:5]1)([CH3:3])[CH3:2].[CH3:20][O:21][C:22]1[CH:29]=[CH:28][C:25]([CH:26]=O)=[CH:24][N:23]=1>>[CH:1]([N:4]1[C:8]2[N:9]=[C:10]([C@H:14]3[C@H:18]([CH3:19])[CH2:17][N:16]([CH2:26][C:25]4[CH:24]=[N:23][C:22]([O:21][CH3:20])=[CH:29][CH:28]=4)[CH2:15]3)[NH:11][C:12](=[O:13])[C:7]=2[CH:6]=[N:5]1)([CH3:3])[CH3:2]. Procedure: Following the procedure for the preparation of 1-cyclopentyl-6-[(3,4-trans)-4-methyl-1-(pyridin-3-ylmethyl)pyrrolidin-3-yl]-1,5-dihydro-4H-pyrazolo[3,4-d]pyrimidin-4-one but substituting 1-isopropyl-6-[(3S,4S)-4-methylpyrrolidin-3-yl]-1H-pyrazolo[3,4-d]pyrimidin-4(5H)-one and 6-methoxynicotinaldehyde provided the title compound. 400 MHz 1H NMR (CDCl3) δ 8.02 (s, 2H), 7.72 (m, 1H), 6.77 (d, J=8.3 Hz, 1H), 3.90 (s, 3H), 3.73-3.53 (m, 2H), 3.39-3.33 (m, 1H), 3.30 (m, 1H), 2.8 (m, 1H), 2.55-2.40 (m,...